The task is: describe an organic reaction: reactants, conditions, products, and yield. This data is from the Open Reaction Database (ORD), a public repository of structured organic reaction records. The reactants are CCCCc1nc2ccc(N(C)C(=O)CC)cc2n1Cc1ccc(-c2ccccc2C(=O)OC(C)(C)C)cc1, CCO, ClCCl. Product: CCCCc1nc2ccc(N(C)C(C)=O)cc2n1Cc1ccc(-c2ccccc2C(=O)OC(C)(C)C)cc1. Reaction SMILES: [CH2:1]([CH2:2][CH2:3][CH3:4])[c:5]1[n:6][c:7]2[c:8]([n:9]1[CH2:10][c:11]1[cH:12][cH:13][c:14](-[c:17]3[c:18]([C:23](=[O:24])[O:25][C:26]([CH3:27])([CH3:28])[CH3:29])[cH:19][cH:20][cH:21][cH:22]3)[cH:15][cH:16]1)[cH:30][c:31]([N:34]([C:35]([CH2:36][CH3:37])=[O:38])[CH3:39])[cH:32][cH:33]2.[CH2:40]([OH:41])[CH3:42].[CH2:43]([Cl:44])[Cl:45]>>[CH2:1]([CH2:2][CH2:3][CH3:4])[c:5]1[n:6][c:7]2[c:8]([n:9]1[CH2:10][c:11]1[cH:12][cH:13][c:14](-[c:17]3[c:18]([C:23](=[O:24])[O:25][C:26]([CH3:27])([CH3:28])[CH3:29])[cH:19][cH:20][cH:21][cH:22]3)[cH:15][cH:16]1)[cH:30][c:31]([N:34]([C:35]([CH3:36])=[O:38])[CH3:39])[cH:32][cH:33]2. The reactants are N[C@@H](CC1=CNC=N1)C(=O)O (L-histidine), C(C(O)C(O)C(=O)O)(=O)O ((+) tartaric acid), C(C=1C(O)=CC=CC1)=O (salicylaldehyde). The solvent is C(C)(=O)O (acetic acid). Conditions: temperature 25 celsius, time 2 hour. Yields the product OC(=O)C(O)C(O)C(=O)O.N[C@H](CC1=CNC=N1)C(=O)O (D-histidine bitartrate). Yield: 97.0%. As a reaction SMILES: [NH2:1][C@H:2]([C:9]([OH:11])=[O:10])[CH2:3][C:4]1[N:8]=[CH:7][NH:6][CH:5]=1.[C:12]([OH:21])(=[O:20])[CH:13]([CH:15]([C:17]([OH:19])=[O:18])[OH:16])[OH:14].C(=O)C1C(=CC=CC=1)O>C(O)(=O)C>[OH:19][C:17]([CH:15]([CH:13]([C:12]([OH:21])=[O:20])[OH:14])[OH:16])=[O:18].[NH2:1][C@@H:2]([C:9]([OH:11])=[O:10])[CH2:3][C:4]1[N:8]=[CH:7][NH:6][CH:5]=1 |f:4.5|. Procedure details: A mixture of 0.1 mole (15.5 g) of L-histidine, 0.1 mole (15.1 g) of (+) tartaric acid and 0.05 mole (5.2 ml) of salicylaldehyde in 95 ml of acetic acid was stirred mechanically for two hours at 80°-100° C. The mixture was cooled to 25° C. and the formed salt was filtered. The crude D-histidine bitartrate (a very light yellow solid) was obtained in 97% yield. The volume of recovered acetic acid containing salicylaldehyde was 85 ml (89.5% recovery). The crude D-His-(+)TA was stirred and heated in ... The reactants are CC(=O)NS(=O)(=O)C1(c2ncc(Br)s2)CCC1, O=C([O-])[O-], Cc1cc(Nc2nccc(C(F)(F)F)n2)cc(B2OC(C)(C)C(C)(C)O2)c1, ClCCl, [Na+], [Na+], C1COCCO1, O. The product is CC(=O)NS(=O)(=O)C1(c2ncc(-c3cc(C)cc(Nc4nccc(C(F)(F)F)n4)c3)s2)CCC1. RXN SMILES: [Br:1][c:2]1[cH:3][n:4][c:5]([C:7]2([S:11](=[O:12])(=[O:13])[NH:14][C:15]([CH3:16])=[O:17])[CH2:8][CH2:9][CH2:10]2)[s:6]1.[C:51](=[O:52])([O-:53])[O-:54].[CH3:18][c:19]1[cH:20][c:21]([NH:34][c:35]2[n:36][cH:37][cH:38][c:39]([C:41]([F:42])([F:43])[F:44])[n:40]2)[cH:22][c:23]([B:25]2[O:26][C:27]([CH3:28])([CH3:29])[C:30]([CH3:31])([CH3:32])[O:33]2)[cH:24]1.[Cl:58][CH2:59][Cl:60].[Na+:55].[Na+:56].[O:45]1[CH2:46][CH2:47][O:48][CH2:49][CH2:50]1.[OH2:57]>>[c:2]1(-[c:23]2[cH:22][c:21]([NH:34][c:35]3[n:36][cH:37][cH:38][c:39]([C:41]([F:42])([F:43])[F:44])[n:40]3)[cH:20][c:19]([CH3:18])[cH:24]2)[cH:3][n:4][c:5]([C:7]2([S:11](=[O:12])(=[O:13])[NH:14][C:15]([CH3:16])=[O:17])[CH2:8][CH2:9][CH2:10]2)[s:6]1.